This data is from the Open Reaction Database (ORD), a public repository of structured organic reaction records. The task is: describe an organic reaction: reactants, conditions, products, and yield The reactants are COC(=O)c1ccc(OC)c(CN2CCN(C(=O)c3ccc(NC(=O)Nc4ccccc4)cc3)CC2)c1, CO, [Li+], [OH-], O. Yields the product COc1ccc(C(=O)O)cc1CN1CCN(C(=O)c2ccc(NC(=O)Nc3ccccc3)cc2)CC1. As a reaction SMILES: [CH3:1][O:2][c:3]1[c:4]([CH2:13][N:14]2[CH2:15][CH2:16][N:17]([C:20]([c:21]3[cH:22][cH:23][c:24]([NH:27][C:28](=[O:29])[NH:30][c:31]4[cH:32][cH:33][cH:34][cH:35][cH:36]4)[cH:25][cH:26]3)=[O:37])[CH2:18][CH2:19]2)[cH:5][c:6]([C:7](=[O:8])[O:9][CH3:10])[cH:11][cH:12]1.[CH3:41][OH:42].[Li+:38].[OH-:39].[OH2:40]>>[CH3:1][O:2][c:3]1[c:4]([CH2:13][N:14]2[CH2:15][CH2:16][N:17]([C:20]([c:21]3[cH:22][cH:23][c:24]([NH:27][C:28](=[O:29])[NH:30][c:31]4[cH:32][cH:33][cH:34][cH:35][cH:36]4)[cH:25][cH:26]3)=[O:37])[CH2:18][CH2:19]2)[cH:5][c:6]([C:7](=[O:8])[OH:9])[cH:11][cH:12]1. Starting materials: ClC1=NC(=CC(=N1)NC(C)C)Cl ((2,6-dichloro-pyrimidin-4-yl)-isopropyl-amine), C(C)OC=1C=C(CN2CCC(CC2)N)C=CC1OC (1-(3-ethoxy-4-methoxy-benzyl)-piperidin-4-ylamine), C(C)OC=1C=C(CN2CCC(CC2)N)C=CC1OC (1-(3-ethoxy-4-methoxy-benzyl)-piperidin-4-ylamine), [H-].[Na+] (sodium hydride). Run in CN(C)C=O (DMF). Conditions: time 2 hour. Product: ClC1=NC(=CC(=N1)NC1CCN(CC1)CC1=CC(=C(C=C1)OC)OCC)NC(C)C (2-Chloro-N-[1-(3-ethoxy-4-methoxy-benzyl)-piperidin-4-yl]-N′-isopropyl-pyrimidine-4,6-diamine). Yield: 13.1%. As a reaction SMILES: [CH2:1]([O:3][C:4]1[CH:5]=[C:6]([CH:15]=[CH:16][C:17]=1[O:18][CH3:19])[CH2:7][N:8]1[CH2:13][CH2:12][CH:11]([NH2:14])[CH2:10][CH2:9]1)[CH3:2].[H-].[Na+].[Cl:22][C:23]1[N:28]=[C:27]([NH:29][CH:30]([CH3:32])[CH3:31])[CH:26]=[C:25](Cl)[N:24]=1>CN(C=O)C>[Cl:22][C:23]1[N:24]=[C:25]([NH:14][CH:11]2[CH2:10][CH2:9][N:8]([CH2:7][C:6]3[CH:15]=[CH:16][C:17]([O:18][CH3:19])=[C:4]([O:3][CH2:1][CH3:2])[CH:5]=3)[CH2:13][CH2:12]2)[CH:26]=[C:27]([NH:29][CH:30]([CH3:32])[CH3:31])[N:28]=1 |f:1.2|. Procedure: To a solution of 1-(3-ethoxy-4-methoxy-benzyl)-piperidin-4-ylamine (39.7 mg, 0.15 mmol, 1.2 equiv; intermediate A1) in dry DMF (1.5 mL) was added sodium hydride (6.6 mg, 0.15 mmol, 1.2 equiv; 55% free-flowing powder moistened with oil) and the reaction mixture stirred at rt under Ar. After 2 h, (2,6-dichloro-pyrimidin-4-yl)-isopropyl-amine (25.8 mg, 0.125 mmol, 1.0 equiv) was added and the mixture heated to 120° C. for 48 h. Removal of the solvent under reduced pressure and purification by prepa... Reactants: CN(C)Cc1ccnc(CSCCN)c1, COc1cc(Cc2cnc(N[N+](=O)[O-])[nH]c2=O)ccn1, c1ccncc1. The product is COc1cc(Cc2cnc(NCCSCc3cc(CN(C)C)ccn3)[nH]c2=O)ccn1. Reaction SMILES: [CH3:1][N:2]([CH3:3])[CH2:4][c:5]1[cH:6][c:7]([CH2:11][S:12][CH2:13][CH2:14][NH2:15])[n:8][cH:9][cH:10]1.[N+:16]([NH:17][c:20]1[n:21][cH:22][c:23]([CH2:27][c:28]2[cH:29][c:30]([O:34][CH3:35])[n:31][cH:32][cH:33]2)[c:24](=[O:26])[nH:25]1)([O-:18])=[O:19].[cH:36]1[cH:37][cH:38][n:39][cH:40][cH:41]1>>[CH3:1][N:2]([CH3:3])[CH2:4][c:5]1[cH:6][c:7]([CH2:11][S:12][CH2:13][CH2:14][NH:15][c:20]2[n:21][cH:22][c:23]([CH2:27][c:28]3[cH:29][c:30]([O:34][CH3:35])[n:31][cH:32][cH:33]3)[c:24](=[O:26])[nH:25]2)[n:8][cH:9][cH:10]1. Reactants: COC(=O)C1=NC=C(N=C1)C=O (5-formyl-pyrazine-2-carboxylic acid methyl ester), N1CCCCC1 (piperidine), [BH-](OC(=O)C)(OC(=O)C)OC(=O)C.[Na+] (NaB(OAc)3H). The solvent is C(Cl)Cl (DCM). Reaction conditions: time 18 hour. The product is COC(=O)C1=NC=C(N=C1)CN1CCCCC1 (5-Piperidin-1-ylmethyl-pyrazine-2-carboxylic acid methyl ester). Isolated yield 23.0%. Reaction SMILES: [CH3:1][O:2][C:3]([C:5]1[CH:10]=[N:9][C:8]([CH:11]=O)=[CH:7][N:6]=1)=[O:4].[NH:13]1[CH2:18][CH2:17][CH2:16][CH2:15][CH2:14]1.[BH-](OC(C)=O)(OC(C)=O)OC(C)=O.[Na+]>C(Cl)Cl>[CH3:1][O:2][C:3]([C:5]1[CH:10]=[N:9][C:8]([CH2:11][N:13]2[CH2:18][CH2:17][CH2:16][CH2:15][CH2:14]2)=[CH:7][N:6]=1)=[O:4] |f:2.3|. Procedure details: A mixture of 5-formyl-pyrazine-2-carboxylic acid methyl ester (0.400 g, 2.40 mmol), piperidine (0.204 g, 2.40 mmol), and NaB(OAc)3H (1.40 g, 3.60 mmol) in DCM (10 mL) was stirred for 18 h at rt. The reaction was quenched by the addition of 10% aq. NaOH (10 mL) and the mixture was stirred for 30 min. The mixture was extracted with DCM (3×20 mL). The combined organic extracts were dried over Na2SO4, filtered, and concentrated to yield the title compound (0.130 g, 23%). Product: CC(=O)OC(CCl)c1ccsc1S(=O)(=O)NC(C)(C)C. The reactants are [BH3-]C#N, CC(C)(C)NS(=O)(=O)c1sccc1C(=O)CCl, CC(=O)O, [Na+], C1CCOC1. Reaction SMILES: [C:18]([BH3-:19])#[N:20].[C:1]([CH3:2])([CH3:3])([CH3:4])[NH:5][S:6](=[O:7])(=[O:8])[c:9]1[s:10][cH:11][cH:12][c:13]1[C:14]([CH2:15][Cl:16])=[O:17].[CH3:22][C:23]([OH:24])=[O:25].[Na+:21].[O:26]1[CH2:27][CH2:28][CH2:29][CH2:30]1>>[C:1]([CH3:2])([CH3:3])([CH3:4])[NH:5][S:6](=[O:7])(=[O:8])[c:9]1[s:10][cH:11][cH:12][c:13]1[CH:14]([CH2:15][Cl:16])[O:17][C:23]([CH3:22])=[O:24]. Run at temperature 20 celsius, time 30 minute. Yields the product ClCCCOC1=C(C=C2C(=CN(C2=C1)C)C1=CC=2C(=NC=CC2)N1S(=O)(=O)C1=CC=C(C=C1)C)OC (2-[6-(3-chloropropoxy)-5-methoxy-1-methyl-1H-indol-3-yl]-1-(toluene-4-sulfonyl)-1H-pyrrolo[2,3-b]pyridine). Starting materials: [H-].[Na+] (sodium hydride), COC=1C=C2C(=CN(C2=CC1O)C)C1=CC=2C(=NC=CC2)N1S(=O)(=O)C1=CC=C(C=C1)C (5-methoxy-1-methyl-3-[1-(toluene-4-sulfonyl)-1H-pyrrolo[2,3-b]pyridin-2-yl]-1H-indol-6-ol), BrCCCCl (1-bromo-3-chloropropane). Run in ClCCl (dichloromethane), O (water), C(C)(C)OC(C)C (diisopropyl ether), CN(C=O)C (dimethylformamide). Reported procedure: A solution of 5-methoxy-1-methyl-3-[1-(toluene-4-sulfonyl)-1H-pyrrolo[2,3-b]pyridin-2-yl]-1H-indol-6-ol (0.45 g; 1.006 mmol) in solution in dimethylformamide (5 ml) is placed in a 50 ml round-bottomed flask rendered inert with argon, and sodium hydride (0.06 g; 2.01 mmol) is then added. The reaction mixture becomes dark in color and 1-bromo-3-chloropropane (0.199 ml, 2.01 mmol) is added. The reaction mixture is agitated for 30 minutes at 20° C. The reaction mixture is diluted with dichloromethan... As a reaction SMILES: [CH3:1][O:2][C:3]1[CH:4]=[C:5]2[C:9](=[CH:10][C:11]=1[OH:12])[N:8]([CH3:13])[CH:7]=[C:6]2[C:14]1[N:22]([S:23]([C:26]2[CH:31]=[CH:30][C:29]([CH3:32])=[CH:28][CH:27]=2)(=[O:25])=[O:24])[C:17]2=[N:18][CH:19]=[CH:20][CH:21]=[C:16]2[CH:15]=1.[H-].[Na+].Br[CH2:36][CH2:37][CH2:38][Cl:39]>CN(C)C=O.ClCCl.O.C(OC(C)C)(C)C>[Cl:39][CH2:38][CH2:37][CH2:36][O:12][C:11]1[CH:10]=[C:9]2[C:5]([C:6]([C:14]3[N:22]([S:23]([C:26]4[CH:27]=[CH:28][C:29]([CH3:32])=[CH:30][CH:31]=4)(=[O:25])=[O:24])[C:17]4=[N:18][CH:19]=[CH:20][CH:21]=[C:16]4[CH:15]=3)=[CH:7][N:8]2[CH3:13])=[CH:4][C:3]=1[O:2][CH3:1] |f:1.2|. The product is ClC=1C(=C(C=CC1)NC(=O)C1=CC(=CC=2NC(=NC21)NCCOC)NC(=O)C2=C(C=CC=C2)C(F)(F)F)C (N-(3-chloro-2-methylphenyl)-2-[(2-methoxyethyl)amino]-6-({[2-(trifluoromethyl)phenyl]carbonyl}amino)-1H-benzimidazole-4-carboxamide). Procedure details: 2-Methoxyethylamine (2 mL) was added to 2-chloro-N-(3-chloro-2-methylphenyl)-6-({[2-(trifluoromethyl)phenyl]carbonyl}amino)-1H-benzimidazole-4-carboxamide (40 mg, Example 135). The mixture was stirred at 150° C. in a sealed pressure-proof stainless steel container for 17 hours. The reaction mixture was washed with brine and concentrated under reduced pressure. The residue was purified on column chromatography to obtain N-(3-chloro-2-methylphenyl)-2-[(2-methoxyethyl)amino]-6-({[2-(trifluoromethyl... RXN SMILES: [CH3:1][O:2][CH2:3][CH2:4][NH2:5].Cl[C:7]1[NH:11][C:10]2[CH:12]=[C:13]([NH:27][C:28]([C:30]3[CH:35]=[CH:34][CH:33]=[CH:32][C:31]=3[C:36]([F:39])([F:38])[F:37])=[O:29])[CH:14]=[C:15]([C:16]([NH:18][C:19]3[CH:24]=[CH:23][CH:22]=[C:21]([Cl:25])[C:20]=3[CH3:26])=[O:17])[C:9]=2[N:8]=1>>[Cl:25][C:21]1[C:20]([CH3:26])=[C:19]([NH:18][C:16]([C:15]2[C:9]3[N:8]=[C:7]([NH:5][CH2:4][CH2:3][O:2][CH3:1])[NH:11][C:10]=3[CH:12]=[C:13]([NH:27][C:28]([C:30]3[CH:35]=[CH:34][CH:33]=[CH:32][C:31]=3[C:36]([F:37])([F:38])[F:39])=[O:29])[CH:14]=2)=[O:17])[CH:24]=[CH:23][CH:22]=1. Reactants: COCCN (2-Methoxyethylamine), ClC1=NC2=C(N1)C=C(C=C2C(=O)NC2=C(C(=CC=C2)Cl)C)NC(=O)C2=C(C=CC=C2)C(F)(F)F (2-Chloro-N-(3-chloro-2-methylphenyl)-6-({[2-(trifluoromethyl)phenyl]carbonyl}amino)-1H-benzimidazole-4-carboxamide), stainless steel.